This data is from the Open Reaction Database (ORD), a public repository of structured organic reaction records. The task is: describe an organic reaction: reactants, conditions, products, and yield Starting materials: ClC1=CC=C(CNC(=O)C=2C(C3=C(N(C2)CC)SC(=C3)I)=O)C=C1 (N-(4-chlorobenzyl)-7-ethyl-2-iodo-4-oxo-4,7-dihydrothieno[2,3-b]pyridine-5-carboxamide), C(C#C)O (propargyl alcohol). Reagents/catalysts: [Cu](I)I (copper iodide), Cl[Pd]([P](C1=CC=CC=C1)(C2=CC=CC=C2)C3=CC=CC=C3)([P](C4=CC=CC=C4)(C5=CC=CC=C5)C6=CC=CC=C6)Cl (Pd(PPh3)2Cl2). Solvent: C(C)NCC (diethylamine). Conditions: time 18 hour. Yields the product ClC1=CC=C(CNC(=O)C=2C(C3=C(N(C2)CC)SC(=C3)C#CCO)=O)C=C1 (N-(4-Chlorobenzyl)-7-ethyl-2-(3-hydroxy-1-propynyl)-4-oxo-4,7-dihydrothieno[2,3-b]pyridine-5-carboxamide). Yield: 70.0%. RXN SMILES: [Cl:1][C:2]1[CH:24]=[CH:23][C:5]([CH2:6][NH:7][C:8]([C:10]2[C:11](=[O:22])[C:12]3[CH:20]=[C:19](I)[S:18][C:13]=3[N:14]([CH2:16][CH3:17])[CH:15]=2)=[O:9])=[CH:4][CH:3]=1.[CH2:25]([OH:28])[C:26]#[CH:27]>C(NCC)C.[Cu](I)I.Cl[Pd](Cl)([P](C1C=CC=CC=1)(C1C=CC=CC=1)C1C=CC=CC=1)[P](C1C=CC=CC=1)(C1C=CC=CC=1)C1C=CC=CC=1>[Cl:1][C:2]1[CH:24]=[CH:23][C:5]([CH2:6][NH:7][C:8]([C:10]2[C:11](=[O:22])[C:12]3[CH:20]=[C:19]([C:27]#[C:26][CH2:25][OH:28])[S:18][C:13]=3[N:14]([CH2:16][CH3:17])[CH:15]=2)=[O:9])=[CH:4][CH:3]=1 |^1:39,58|. Reported procedure: To a suspension of N-(4-chlorobenzyl)-7-ethyl-2-iodo-4-oxo-4,7-dihydrothieno[2,3-b]pyridine-5-carboxamide (Example No. 12) (0.267 g) in diethylamine (14 mL) is added copper iodide (0.032 g) and Pd(PPh3)2Cl2 (0.009 g) followed by addition of propargyl alcohol (39 μL). The reaction is stirred at rt for 18 h. The diethylamine is removed in vacuo, and the resulting residue is partitioned between H2O (25 mL) and CH2Cl2 (25 mL). The organic layer is removed, and the aqueous layer is extracted with CH2... Reactants: NC1=NC(=C(C(=N1)N)O)CC (2,4-diamino-6-ethyl-5-hydroxypyrimidine), O.[OH-].[Li+] (lithium hydroxide monohydrate), BrCCCN1C=CC2=CC=CC=C12 (1-(3-bromopropyl)indole). The solvent is CN(C)C=O (DMF), CN(C)C=O (DMF), ClCCl (dichloromethane). Run at time 1 hour. The product is NC1=NC(=C(C(=N1)N)OCCCN1C=CC2=CC=CC=C12)CC (2,4-diamino-6-ethyl-5-(3-(1-indolyl)propoxy)pyrimidine). The yield is 48.0%. Reaction SMILES: [NH2:1][C:2]1[N:7]=[C:6]([NH2:8])[C:5]([OH:9])=[C:4]([CH2:10][CH3:11])[N:3]=1.O.[OH-].[Li+].Br[CH2:16][CH2:17][CH2:18][N:19]1[C:27]2[C:22](=[CH:23][CH:24]=[CH:25][CH:26]=2)[CH:21]=[CH:20]1>CN(C=O)C.ClCCl>[NH2:1][C:2]1[N:7]=[C:6]([NH2:8])[C:5]([O:9][CH2:16][CH2:17][CH2:18][N:19]2[C:27]3[C:22](=[CH:23][CH:24]=[CH:25][CH:26]=3)[CH:21]=[CH:20]2)=[C:4]([CH2:10][CH3:11])[N:3]=1 |f:1.2.3|. Reported procedure: 2,4-diamino-6-ethyl-5-hydroxypyrimidine (0.4625 g, 3 mmol) was added to a stirred solution of lithium hydroxide monohydrate (0.3147 g, 7.5 mmol) in DMF (2 mL) and the reaction mixture was stirred for 1 hour. A solution of 1-(3-bromopropyl)indole (0.7144 g, 3 mmol) in DMF (1 mL) was added and the reaction mixture was left stirring at 25° C. overnight. The reaction was diluted with dichloromethane and extracted with water. The dichloromethane layer was evaporated and the residue was recrystallized... Reactants: CC(C)([O-])C.[K+] (potassium tert-butoxide), ClC1=NC(=NC(=C1)Cl)SCC1=C(C(=CC=C1)F)F (4,6-Dichloro-2-[(2,3-difluorobenzyl)thio]pyrimidine), FC1=C(C=CC=C1F)CSC1=NC(=CC(=N1)NS(=O)(=O)N1CCC1)OC(CO)CO (N-[2-[[(2,3-difluorophenyl)methyl]thio]-6-[2-hydroxy-1-(hydroxymethyl)ethoxy]-4-pyrimidinyl]-1-azetidinesulfonamide), CC(C)([O-])C.[K+] (potassium tert-butoxide). Run in C1CCOC1 (THF), O (H2O). Run at time 20 hour. Yields the product ClC1=NC(=NC(=C1)OC(C)(C)C)SCC1=C(C(=CC=C1)F)F (4-chloro-2-[[(2,3-difluorophenyl)methyl]thio]-6-(1,1-dimethylethoxy)-pyrimidine). Reaction SMILES: Cl[C:2]1[CH:7]=[C:6]([Cl:8])[N:5]=[C:4]([S:9][CH2:10][C:11]2[CH:16]=[CH:15][CH:14]=[C:13]([F:17])[C:12]=2[F:18])[N:3]=1.FC1C(F)=CC=CC=1CSC1N=C(NS(N2CCC2)(=O)=O)C=C(OC(CO)CO)N=1.[CH3:49][C:50]([CH3:53])([O-:52])[CH3:51].[K+]>C1COCC1.O>[Cl:8][C:6]1[CH:7]=[C:2]([O:52][C:50]([CH3:53])([CH3:51])[CH3:49])[N:3]=[C:4]([S:9][CH2:10][C:11]2[CH:16]=[CH:15][CH:14]=[C:13]([F:17])[C:12]=2[F:18])[N:5]=1 |f:2.3|. Procedure details: To a solution of 4,6-Dichloro-2-[(2,3-difluorobenzyl)thio]pyrimidine (the product of example 1 step (2 g) in THF (20 mL) was added potassium tert-butoxide (0.8 g) and the reaction mixture was stirred at ambient temperature for 20 h. Further potassium tert-butoxide (0.8 g) was added and the reaction mixture was stirred at ambient temperature for 411. The mixture was diluted with H2O and extracted with EtOAc (×3). The combined organic layers were washed with H2O and dried (MgSO4), filtered and eva... Starting materials: NC1=NC(=CC(=N1)OC)C (2-amino-4-methoxy-6-methylpyrimidine), COC(=O)C1=C(C=CC=C1)S(=O)(=O)N=C=O (2-methoxycarbonylbenzenesulfonyl isocyanate). Solvent: C(Cl)Cl (methylene chloride). Reaction conditions: time 16 hour. The product is COC1=NC(=NC(=C1)C)NC(=O)NS(=O)(=O)C1=C(C=CC=C1)C(=O)OC (N-[(4-Methoxy-6-methylpyrimidin-2-yl)aminocarbonyl]-2-methoxycarbonylbenzenesulfonamide). Isolated yield 21.1%. RXN SMILES: [NH2:1][C:2]1[N:7]=[C:6]([O:8][CH3:9])[CH:5]=[C:4]([CH3:10])[N:3]=1.[CH3:11][O:12][C:13]([C:15]1[CH:20]=[CH:19][CH:18]=[CH:17][C:16]=1[S:21]([N:24]=[C:25]=[O:26])(=[O:23])=[O:22])=[O:14]>C(Cl)Cl>[CH3:9][O:8][C:6]1[CH:5]=[C:4]([CH3:10])[N:3]=[C:2]([NH:1][C:25]([NH:24][S:21]([C:16]2[CH:17]=[CH:18][CH:19]=[CH:20][C:15]=2[C:13]([O:12][CH3:11])=[O:14])(=[O:23])=[O:22])=[O:26])[N:7]=1. Procedure: To a stirred suspension of 1.4 g of 2-amino-4-methoxy-6-methylpyrimidine in 30 ml of anhydrous methylene chloride was added at ambient temperature 2.4 g of 2-methoxycarbonylbenzenesulfonyl isocyanate. After stirring for 16 hours, the foregoing mixture was filtered to remove unreacted amine, and the filtrate evaporated at temperatures up to 40° and reduced pressure. The resultant residue was stirred in 25 ml of water, the pH adjusted to 10 by the addition of 50% sodium hydroxide and the solution ...